Dataset: the Open Reaction Database (ORD), a public repository of structured organic reaction records. Task: describe an organic reaction: reactants, conditions, products, and yield Starting materials: ClC1=C(C(=NC=C1)N)I (4-Chloro-3-iodo-2-pyridineamine), C1=CC(=CC=C1[N+](=O)[O-])O (p-nitrophenol), C(C)(C)N(CC)C(C)C (diisopropylethylamine), CN1C(CCC1)=O (N-methyl-2-pyrrolidone). Run in O (water). Yields the product IC=1C(=NC=CC1OC1=CC=C(C=C1)[N+](=O)[O-])N (3-Iodo-4-(4-nitrophenoxy)-2-pyridineamine). The yield is 38.5%. Reaction SMILES: Cl[C:2]1[CH:7]=[CH:6][N:5]=[C:4]([NH2:8])[C:3]=1[I:9].[CH:10]1[C:15]([N+:16]([O-:18])=[O:17])=[CH:14][CH:13]=[C:12]([OH:19])[CH:11]=1.C(N(C(C)C)CC)(C)C.CN1CCCC1=O>O>[I:9][C:3]1[C:4]([NH2:8])=[N:5][CH:6]=[CH:7][C:2]=1[O:19][C:12]1[CH:11]=[CH:10][C:15]([N+:16]([O-:18])=[O:17])=[CH:14][CH:13]=1. Procedure: 4-Chloro-3-iodo-2-pyridineamine (1.0 g), p-nitrophenol (1.1 g), diisopropylethylamine (1.0 ml) and N-methyl-2-pyrrolidone (2 ml) were stirred at 170° C. for 17 hours. After returning the reaction solution to room temperature, water was added and extraction was performed with ethyl acetate. NH type silica gel was added to the extract, the solvent was distilled off under reduced pressure, and the reaction product was adsorbed onto the silica gel. The silica gel was charged into a dry column packed...